Task: describe an organic reaction: reactants, conditions, products, and yield. Dataset: the Open Reaction Database (ORD), a public repository of structured organic reaction records Starting materials: COc2ccc(c1ccccc1)c3ccccc23 (substrate), Cc1ccc([Mg]Br)cc1 (effective_coupling_partner). The reagents and catalysts are C1-CDC. Run at temperature 60 celsius, time 4 hour. Yields the product Cc4ccc(c2ccc(c1ccccc1)c3ccccc23)cc4. Reactants: N1=C2C(=CC=C1)C=1C=CC=CC1C2 (9H-indeno[2,1-b]pyridine), [N+](=O)(O)[O-] (nitric acid). The solvent is S(O)(O)(=O)=O (sulfuric acid), S(O)(O)(=O)=O (sulfuric acid). Run at time 1 hour. The product is [N+](=O)([O-])C1=CC=2CC3=NC=CC=C3C2C=C1 (7-nitro-9H-indeno[2,1-b]pyridine). As a reaction SMILES: [N+:1]([O-:4])(O)=[O:2].[N:5]1[CH:10]=[CH:9][CH:8]=[C:7]2[C:11]3[CH:12]=[CH:13][CH:14]=[CH:15][C:16]=3[CH2:17][C:6]=12>S(=O)(=O)(O)O>[N+:1]([C:14]1[CH:13]=[CH:12][C:11]2[C:7]3[C:6](=[N:5][CH:10]=[CH:9][CH:8]=3)[CH2:17][C:16]=2[CH:15]=1)([O-:4])=[O:2]. Reported procedure: A ca. 10° C.-cold mixture of nitric acid (65%, 1.1 mL) and sulfuric acid (96%, 1.6 mL) is added dropwise to a solution of 9H-indeno[2,1-b]pyridine (2.44 g) in sulfuric acid (96%, 3 mL) chilled in an ice bath. The solution is stirred in the cooling bath for 1 h and poured then onto crushed ice. The precipitate formed is separated by filtration and the filtrate is neutralized using 4 M aqueous NaOH solution. The precipitate formed is separated by filtration and combined with the precipitate separa... The reactants are C(C1=CC=CC=C1)N1CCC(CC1)NC (1-benzyl-4-(methylamino)piperidine), ClC1=NC=CC=C1[N+](=O)[O-] (2-chloro-3-nitropyridine), BrC1=NC=CC=C1OCC (2-bromo-3-ethoxypyridine). Product: C(C1=CC=CC=C1)N1CCC(CC1)N(C1=NC=CC=C1[N+](=O)[O-])CCOC (1-Benzyl-4-[N-(2-methoxyethyl)-N-(3-nitro-2-pyridinyl)amino]piperidine). RXN SMILES: [CH2:1]([N:8]1[CH2:13][CH2:12][CH:11]([NH:14][CH3:15])[CH2:10][CH2:9]1)[C:2]1[CH:7]=[CH:6][CH:5]=[CH:4][CH:3]=1.ClC1[C:22]([N+:23]([O-:25])=[O:24])=[CH:21][CH:20]=[CH:19][N:18]=1.BrC1[C:32]([O:33][CH2:34]C)=[CH:31]C=CN=1>>[CH2:1]([N:8]1[CH2:13][CH2:12][CH:11]([N:14]([CH2:31][CH2:32][O:33][CH3:34])[C:15]2[C:22]([N+:23]([O-:25])=[O:24])=[CH:21][CH:20]=[CH:19][N:18]=2)[CH2:10][CH2:9]1)[C:2]1[CH:3]=[CH:4][CH:5]=[CH:6][CH:7]=1. Procedure details: Following the general procedure of EXAMPLE 70, and making non-critical variations but substituting 1-benzyl-4-(2-(methoxy)ethylamino)piperidine (EXAMPLE 107) for 1-benzyl-4-(methylamino)piperidine and 2-chloro-3-nitropyridine for 2-bromo-3-ethoxypyridine and using a reaction time of 2 hrs, the title compound is obtained, C,H,N: Anal. Calcd for C20H26N4O3 : C=64.85, H=7.07, N=15.12-found: C=64.66, H=7.08, N=14.88. Reactants: S(O)(O)(=O)=O (Sulfuric acid), NC1=NC(=C(C(=N1)C)CC1=C(C=C(C=C1)CC(=O)O)F)NCCCCC (2-(4-((2-Amino-4-methyl-6-(pentylamino)pyrimidin-5-yl)methyl)-3-fluorophenyl)acetic acid), C(=O)(O)[O-].[Na+] (NaHCO3). The solvent is O (water), CO (MeOH). Reaction conditions: temperature 70 celsius. Yields the product NC1=NC(=C(C(=N1)C)CC1=C(C=C(C=C1)CC(=O)OC)F)NCCCCC (Methyl 2-(4-((2-amino-4-methyl-6-(pentylamino)pyrimidin-5-yl)methyl)-3-fluorophenyl)acetate). As a reaction SMILES: S(=O)(=O)(O)O.[NH2:6][C:7]1[N:12]=[C:11]([CH3:13])[C:10]([CH2:14][C:15]2[CH:20]=[CH:19][C:18]([CH2:21][C:22]([OH:24])=[O:23])=[CH:17][C:16]=2[F:25])=[C:9]([NH:26][CH2:27][CH2:28][CH2:29][CH2:30][CH3:31])[N:8]=1.[C:32]([O-])(O)=O.[Na+]>CO.O>[NH2:6][C:7]1[N:12]=[C:11]([CH3:13])[C:10]([CH2:14][C:15]2[CH:20]=[CH:19][C:18]([CH2:21][C:22]([O:24][CH3:32])=[O:23])=[CH:17][C:16]=2[F:25])=[C:9]([NH:26][CH2:27][CH2:28][CH2:29][CH2:30][CH3:31])[N:8]=1 |f:2.3|. Procedure details: Sulfuric acid (3 ml) was added to a solution of the product from step (viii) (0.54 g) in MeOH (6 mL). The mixture was heated to 70° C. for 2 h and allowed to cool. The mixture was diluted with cold water (10 mL) and the pH adjusted to ˜7 using NaHCO3. The aqueous phase was extracted with EtOAc and the combined organic phase was dried, filtered and evaporated. The crude product was purified by RPHPLC to afford the title compound as a colourless solid 0.08 g. The reactants are C(C1=CC=CC=C1)OC=1C(C=C(OC1)CCl)=O (5-(benzyloxy)-2-(chloromethyl)-4H-pyran-4-one). Reagents/catalysts: [Zn] (Zn). Solvent: [NH4+].[Cl-] (NH4Cl). Reaction conditions: temperature 70 celsius, time 2 hour. Product: C(C1=CC=CC=C1)OC=1C(C=C(OC1)C)=O (5-(benzyloxy)-2-methyl-4H-pyran-4-one). The yield is 42.0%. RXN SMILES: [CH2:1]([O:8][C:9]1[C:10](=[O:17])[CH:11]=[C:12]([CH2:15]Cl)[O:13][CH:14]=1)[C:2]1[CH:7]=[CH:6][CH:5]=[CH:4][CH:3]=1>[NH4+].[Cl-].[Zn]>[CH2:1]([O:8][C:9]1[C:10](=[O:17])[CH:11]=[C:12]([CH3:15])[O:13][CH:14]=1)[C:2]1[CH:3]=[CH:4][CH:5]=[CH:6][CH:7]=1 |f:1.2|. Procedure details: To a suspension of 5-(benzyloxy)-2-(chloromethyl)-4H-pyran-4-one (110 g, 0.44 mol) in saturated aqueous NH4Cl (1 L) was added Zn powder (58.5 g, 0.9 mol) at r.t. and the mixture was stirred at 70° C. for 2 h. The mixture was partitioned between water and EtOAc, the EtOAc phase was collected and water phase was extracted with EtOAc twice. The combined EtOAc layer was washed with brine, dried over Na2SO4, and concentrated. The residue was purified by silica gel chromatography to give 40 g (42%) of... Starting materials: solution, C[Mg]Br (methylmagnesium bromide), CCOCC (ether), C[Mg]Br (methylmagnesium bromide), CCOCC (ether), ClC=1C=2N(C=CN1)C(=NC2)[C@@H]2CC[C@H](CC2)C(=O)OC (methyl trans-4-(8-chloroimidazo[1,5-a]pyrazin-3-yl)cyclohexanecarboxylate). Run in C1(=CC=CC=C1)C (toluene), C1CCOC1 (THF). Conditions: time 1.5 hour. Yields the product ClC=1C=2N(C=CN1)C(=NC2)[C@@H]2CC[C@H](CC2)C(C)(C)O (2-[trans-4-(8-chloroimidazo[1,5-a]pyrazin-3-yl)cyclohexyl]propan-2-ol). RXN SMILES: [Cl:1][C:2]1[C:3]2[N:4]([C:8]([C@H:11]3[CH2:16][CH2:15][C@H:14](C(OC)=O)[CH2:13][CH2:12]3)=[N:9][CH:10]=2)[CH:5]=[CH:6][N:7]=1.[CH3:21][Mg]Br.CC[O:26][CH2:27][CH3:28]>C1(C)C=CC=CC=1.C1COCC1>[Cl:1][C:2]1[C:3]2[N:4]([C:8]([C@H:11]3[CH2:16][CH2:15][C@H:14]([C:27]([OH:26])([CH3:28])[CH3:21])[CH2:13][CH2:12]3)=[N:9][CH:10]=2)[CH:5]=[CH:6][N:7]=1. Procedure details: A solution of methyl trans-4-(8-chloroimidazo[1,5-a]pyrazin-3-yl)cyclohexanecarboxylate (4.0 g, 0.014 mol) in toluene (300 mL) and THF (70 mL) was cooled to 0° C. and treated with a 3.0 M solution of methylmagnesium bromide in ether (14 mL) mantaining the temperature at 0° C. The mixture was stirred at rt for 1.5 hours then cooled to 0° C. and an addtional 3 eq of 3.0 M of methylmagnesium bromide in ether was added. The mixture was stirred at rt for 15 minutes then cooled to 0° C. and quenched w... Reactants: N1CCOCC1 (morpholine), C1(=CC=C(C=C1)S(=O)(=O)O)C (p-toluene sulfonic acid), S(=O)(=O)([O-])[O-].[NH4+].[NH4+] (ammonium sulfate), C[Si](N[Si](C)(C)C)(C)C (1,1,1,3,3,3-hexamethyldisilazane), C(C)(=O)NC=1NC(C2=C(N1)C=CC(=N2)C2=CC(=C(C=C2)F)C)=O (2-acetamido-6-(3-methyl-4-fluorophenyl)-pyrido[3,2-d]pyrimidin-4(3H)-one), [O-]CC.[Na+] (sodium ethoxide). The solvent is C1(=CC=CC=C1)C (toluene), ClCCl (dichloromethane), C(C)O (ethanol). Reaction conditions: time 8 hour. The product is NC=1N=C(C2=C(N1)C=CC(=N2)C2=CC(=C(C=C2)F)C)N2CCOCC2 (2-amino-4-(morpholino)-6-(3-methyl-4-fluoro-phenyl)-pyrido[3,2-d]pyrimidine). The yield is 23.6%. Reaction SMILES: C([NH:4][C:5]1[NH:6][C:7](=O)[C:8]2[N:14]=[C:13]([C:15]3[CH:20]=[CH:19][C:18]([F:21])=[C:17]([CH3:22])[CH:16]=3)[CH:12]=[CH:11][C:9]=2[N:10]=1)(=O)C.[NH:24]1[CH2:29][CH2:28][O:27][CH2:26][CH2:25]1.C1(C)C=CC(S(O)(=O)=O)=CC=1.S([O-])([O-])(=O)=O.[NH4+].[NH4+].C[Si](C)(C)N[Si](C)(C)C.[O-]CC.[Na+]>C1(C)C=CC=CC=1.ClCCl.C(O)C>[NH2:4][C:5]1[N:6]=[C:7]([N:24]2[CH2:29][CH2:28][O:27][CH2:26][CH2:25]2)[C:8]2[N:14]=[C:13]([C:15]3[CH:20]=[CH:19][C:18]([F:21])=[C:17]([CH3:22])[CH:16]=3)[CH:12]=[CH:11][C:9]=2[N:10]=1 |f:3.4.5,7.8|. Procedure: to a suspension of 2-acetamido-6-(3-methyl-4-fluorophenyl)-pyrido[3,2-d]pyrimidin-4(3H)-one (312 mg, 1 mmol) in toluene (10 ml) was added morpholine (4 mmol, 0.23 ml), p-toluene sulfonic acid (0.1 mmol, 19 mg), ammonium sulfate (13 mg, 0.1 mmol) and 1,1,1,3,3,3-hexamethyldisilazane (2 ml, 8 mmol). The reaction mixture was refluxed for 48 hours till a brown solution was formed. The solvents were evaporated in vacuo, yielding crude 2-acetamido-4-(morpholino)-6-(4-methyl-3-fluoro-phenyl)-pyrido[3,2...